This data is from the Open Reaction Database (ORD), a public repository of structured organic reaction records. The task is: describe an organic reaction: reactants, conditions, products, and yield The reactants are Cl.ClCC(=N)NC1CC2=CC=CC=C2C1 (N-chloroacetimidoyl-2-aminoindane hydrochloride), P([O-])([O-])([O-])=S.[Na+].[Na+].[Na+] (trisodiumphosphorothioate). The solvent is O (water). The product is Cl.C1C(CC2=CC=CC=C12)NC(CS)=N (N-(2-indanyl)-2-mercaptoacetamidine hydrochloride). As a reaction SMILES: Cl.[Cl:2][CH2:3][C:4]([NH:6][CH:7]1[CH2:15][C:14]2[C:9](=[CH:10][CH:11]=[CH:12][CH:13]=2)[CH2:8]1)=[NH:5].P(=[S:20])([O-])([O-])[O-].[Na+].[Na+].[Na+]>O>[ClH:2].[CH2:8]1[C:9]2[C:14](=[CH:13][CH:12]=[CH:11][CH:10]=2)[CH2:15][CH:7]1[NH:6][C:4](=[NH:5])[CH2:3][SH:20] |f:0.1,2.3.4.5,7.8|. Reported procedure: The procedures described above in Example 1 were carried out on 4.0 g. (0.0149 mole) of the product of Step A above and 2.68 g. (0.0149mole) of trisodiumphosphorothioate in 25 ml. of water. The product was recrystallized from ethanol: ether [m.p. 102-103° C. (decomposition)].